Dataset: the Open Reaction Database (ORD), a public repository of structured organic reaction records. Task: describe an organic reaction: reactants, conditions, products, and yield Reactants: C(C)(C)(C)OC(NC1C(N(CC1)CC1=CSC(=C1)C#N)=O)=O ([1-(5-Cyanothiophene-3-ylmethyl)-2-oxopyrrolidin-3-yl]carbamic acid tert-butyl ester), Cl (HCl). Run in CCOC(=O)C (EtOAc). Run at time 3 hour. Yields the product Cl.NC1C(N(CC1)CC=1C=C(SC1)C#N)=O (4-(3-Amino-2-oxopyrrolidine-1-ylmethyl)thiophene-2-carbonitrile hydrochloride). As a reaction SMILES: C(OC(=O)[NH:7][CH:8]1[CH2:12][CH2:11][N:10]([CH2:13][C:14]2[CH:18]=[C:17]([C:19]#[N:20])[S:16][CH:15]=2)[C:9]1=[O:21])(C)(C)C.[ClH:23]>CCOC(C)=O>[ClH:23].[NH2:7][CH:8]1[CH2:12][CH2:11][N:10]([CH2:13][C:14]2[CH:18]=[C:17]([C:19]#[N:20])[S:16][CH:15]=2)[C:9]1=[O:21] |f:3.4|. Reported procedure: [1-(5-Cyanothiophene-3-ylmethyl)-2-oxopyrrolidin-3-yl]carbamic acid tert-butyl ester (4 g, 13.8 mmol) is added to a solution of 100 mL of EtOAc sat. with HCl gas at 0° C. After 3 hours, the solution is concentrated. The title compound (3.3 g, 13.5 mmol) is obtained as a white solid. The product is C(#N)C=1N=C(N(C1)C=1C=C2C=CC(NC2=C(C1)C)=O)C (6-(4-Cyano-2-methylimidazol-1-yl)-8-methyl-2-(1H)-quinolone). Reaction SMILES: I[C:2]1[N:3]=[C:4]([CH3:19])[N:5]([C:7]2[CH:8]=[C:9]3[C:14](=[C:15]([CH3:17])[CH:16]=2)[NH:13][C:12](=[O:18])[CH:11]=[CH:10]3)[CH:6]=1.N.[CH3:21][N:22]1CCCC1=O>C([O-])(=O)C.[Pd+2].C([O-])(=O)C>[C:21]([C:2]1[N:3]=[C:4]([CH3:19])[N:5]([C:7]2[CH:8]=[C:9]3[C:14](=[C:15]([CH3:17])[CH:16]=2)[NH:13][C:12](=[O:18])[CH:11]=[CH:10]3)[CH:6]=1)#[N:22] |f:3.4.5|. Starting materials: IC=1N=C(N(C1)C=1C=C2C=CC(NC2=C(C1)C)=O)C (6-(4-Iodo-2-methylimidazol-1-yl)-8-methyl-2-(1H)-quinolone), cuprous cyanide, CN1C(CCC1)=O (1-methyl-2-pyrrolidone), N (ammonia). Reagents/catalysts: C(C)(=O)[O-].[Pd+2].C(C)(=O)[O-] (palladium acetate). Procedure details: A mixture of 6-(4-Iodo-2-methylimidazol-1-yl)-8-methyl-2-(1H)-quinolone (0.55 g), cuprous cyanide (0.27 g) and palladium acetate (0.03 g) in 1-methyl-2-pyrrolidone (5 cm3) was heated and stirred at 175° for 2 hours. The cooled mixture was poured into aqueous ammonia solution (30 cm3 ; S.G. 0.880) and extracted with dichloromethane (3×100 cm3). The combined and dried (MgSO4) organic extracts were filtered and evaporated in vacuo and the residue was chromatographed on silica (Merck "MK 60.9385" [T... Run at time 2 hour. Starting materials: CC(=CCOc1ccc2c(c1)OCO2)CBr, CC(C)CS[O-], [Na+], c1ccccc1. Product: CC(=CCOc1ccc2c(c1)OCO2)CSCC(C)C. RXN SMILES: [Br:1][CH2:2][C:3](=[CH:4][CH2:5][O:6][c:7]1[cH:8][c:9]2[c:10]([cH:14][cH:15]1)[O:11][CH2:12][O:13]2)[CH3:16].[CH2:17]([CH:18]([CH3:19])[CH3:20])[S:21][O-:22].[Na+:23].[cH:24]1[cH:25][cH:26][cH:27][cH:28][cH:29]1>>[CH2:2]([C:3](=[CH:4][CH2:5][O:6][c:7]1[cH:8][c:9]2[c:10]([cH:14][cH:15]1)[O:11][CH2:12][O:13]2)[CH3:16])[S:21][CH2:17][CH:18]([CH3:19])[CH3:20]. The reactants are OC1CC2CC(OC3=C2C(=CC(=C3)OC(C)CCCC3=CC=CC=C3)O1)(C)C (2-hydroxy-5,5-dimethyl-8-(5-phenyl-2-pentyloxy)-3,3a,4,5-tetrahydro-2H-pyrano[4,3,2-de]benzopyran), C(C)O (ethanol), CON (methoxyamine). Run in N1=CC=CC=C1 (pyridine). Reaction conditions: temperature 0 celsius, time 2.5 hour. Product: CONC1CC2CC(OC3=C2C(=CC(=C3)OC(C)CCCC3=CC=CC=C3)O1)(C)C (2-Methoxyamino-5,5-dimethyl-8-(5-phenyl-2-pentyloxy)-3,3a,4,5-tetrahydro-2H-pyrano[4,3,2-de]benzopyran). The yield is 102.6%. As a reaction SMILES: O[CH:2]1[O:26][C:10]2=[CH:11][C:12]([O:14][CH:15]([CH2:17][CH2:18][CH2:19][C:20]3[CH:25]=[CH:24][CH:23]=[CH:22][CH:21]=3)[CH3:16])=[CH:13][C:8]3=[C:9]2[CH:4]([CH2:5][C:6]([CH3:28])([CH3:27])[O:7]3)[CH2:3]1.C(O)C.[CH3:32][O:33][NH2:34]>N1C=CC=CC=1>[CH3:32][O:33][NH:34][CH:2]1[O:26][C:10]2=[CH:11][C:12]([O:14][CH:15]([CH2:17][CH2:18][CH2:19][C:20]3[CH:25]=[CH:24][CH:23]=[CH:22][CH:21]=3)[CH3:16])=[CH:13][C:8]3=[C:9]2[CH:4]([CH2:5][C:6]([CH3:27])([CH3:28])[O:7]3)[CH2:3]1. Reported procedure: In a stirred flask, under nitrogen, was placed (0.045 mole) 2-hydroxy-5,5-dimethyl-8-(5-phenyl-2-pentyloxy)-3,3a,4,5-tetrahydro-2H-pyrano[4,3,2-de]benzopyran, 250 ml ethanol and 250 ml pyridine. The solution was cooled to 0° C. and 3.94 g (0.047 mole) methoxyamine was added. The resulting mixture was stirred at 0° C. for 2.5 hours, the solvent evaporated in vacuo, the residue taken up in 500 ml ethyl ether and washed twice with water. The aqueous phase was backwashed with ether and the combined ... The reactants are C(C=C)OC(=O)N1[C@@H](C[C@H](C1)O)CO[Si](C)(C)C(C)(C)C ((2S,4R)-1-allyloxycarbonyl-2-t-butyldimethylsilyloxymethyl-4-hydroxypyrrolidine), C(C(=O)Cl)(=O)Cl (oxalyl chloride), CS(=O)C (dimethyl sulfoxide), Cl (hydrochloric acid). The solvent is ClCCl (dichloromethane), ClCCl (dichloromethane), ClCCl (dichloromethane), C(C)N(CC)CC (triethylamine), C(C)(=O)OCC (ethyl acetate), [Cl-].[Na+].O (brine). Run at temperature -70 celsius, time 30 minute. Product: C(C=C)OC(=O)N1[C@@H](CC(C1)=O)CO[Si](C)(C)C(C)(C)C ((2S)-1-allyloxycarbonyl-2-t-butyldimethylsilyloxymethyl- 4-oxo-pyrrolidine). The yield is 90.6%. Reaction SMILES: C(Cl)(=O)C(Cl)=O.CS(C)=O.[CH2:11]([O:14][C:15]([N:17]1[CH2:21][C@H:20]([OH:22])[CH2:19][C@H:18]1[CH2:23][O:24][Si:25]([C:28]([CH3:31])([CH3:30])[CH3:29])([CH3:27])[CH3:26])=[O:16])[CH:12]=[CH2:13].Cl>ClCCl.C(OCC)(=O)C.[Cl-].[Na+].O.C(N(CC)CC)C>[CH2:11]([O:14][C:15]([N:17]1[CH2:21][C:20](=[O:22])[CH2:19][C@H:18]1[CH2:23][O:24][Si:25]([C:28]([CH3:31])([CH3:30])[CH3:29])([CH3:26])[CH3:27])=[O:16])[CH:12]=[CH2:13] |f:6.7.8|. Procedure: To a solution of oxalyl chloride (0.18 ml) in dichloromethane (10 ml) was added dropwise a solution of dimethyl sulfoxide (0.3 ml) in dichloromethane (2 ml) at -60° C. After stirring at -70° C. for 30 minutes, to the mixture was added dropwise a solution of (2S,4R)-1-allyloxycarbonyl-2-t-butyldimethylsilyloxymethyl-4-hydroxypyrrolidine (0.6 g) in dichloromethane (5 ml) at -60° C. After stirring at -70° C. for 30 minutes, to the mixture was added dropwise triethylamine (1.3 ml) and the resulting ... Starting materials: C1C(OCC(O1)(CO)O)(CO)O (dihydroxyacetone dimer), C(C)(C)N(CC)C(C)C (diisopropylethylamine), COCCl (chloromethyl methyl ether). Solvent: ClCCl (dichloromethane). Run at temperature 0 celsius, time 18 hour. Yields the product COCOCC(COCOC)=O (2,4,8,10-tetraoxaundecan-6-one). As a reaction SMILES: C1O[C:5]([OH:9])([CH2:7][OH:8])[CH2:4][O:3][C:2]1([OH:12])CO.[CH:13](N(C(C)C)CC)(C)C.[CH3:22][O:23][CH2:24]Cl>ClCCl>[CH3:22][O:23][CH2:24][O:8][CH2:7][C:5](=[O:9])[CH2:4][O:3][CH2:2][O:12][CH3:13]. Procedure details: To a cold (0° C.), stirred mixture of 3.60 g of dihydroxyacetone dimer and 16 mL of diisopropylethylamine in 40 mL of dichloromethane is added 6.1 mL of chloromethyl methyl ether. The mixture is stirred and allowed to warm slowly to room temperature. After 18 h, the clear solution is partitioned between ether and dilute HCl. The aqueous phase is placed in a continuous extractor and extracted overnight with ether. The combined organic phase is then dried (MgSO4) and concentrated under reduced pre... The reactants are CN(C=1C=CC(=C(C(=O)N(C(C(C)(C)C)OC)CC)C1)[Si](C)(C)C)C (5-(Dimethylamino)-N-ethyl-N-(1-methoxy-2,2-dimethylpropyl)-2-(trimethylsilyl)benzamide), I[Si](C)(C)C (iodotrimethylsilane). Solvent: ClCl (Cl2). Reaction conditions: time 2 hour. Product: CN(C=1C=CC(=C(C(=O)NCC)C1)[Si](C)(C)C)C (5-(Dimethylamino)-N-ethyl-2-(trimethylsilyl)benzamide). RXN SMILES: [CH3:1][N:2]([CH3:25])[C:3]1[CH:4]=[CH:5][C:6]([Si:21]([CH3:24])([CH3:23])[CH3:22])=[C:7]([CH:20]=1)[C:8]([N:10](CC)[CH:11](OC)[C:12](C)(C)C)=[O:9].I[Si](C)(C)C>ClCl>[CH3:25][N:2]([CH3:1])[C:3]1[CH:4]=[CH:5][C:6]([Si:21]([CH3:23])([CH3:22])[CH3:24])=[C:7]([CH:20]=1)[C:8]([NH:10][CH2:11][CH3:12])=[O:9]. Procedure: The compound of Example 222 (0.31 g, 0.85 mmol) was dissolved in CH2 Cl2 (20 mL) and was treated with iodotrimethylsilane (2.1 mL, 15 mmol) in a foil-covered flask. The reaction was stirred for 2 h and was quenched with sat NaHCO3. The mixture was extracted with ether, the organic layers were washed with brine and sat sodium bisulfite, dried (MgSO4) and concentrated to afford the title compound. The crude product was purified by RC (ethyl acetate/hexanes) and recrystallized from hexanes to affor... Isolated yield 56.2%. Solvent: O (H2O), C(Cl)Cl (CH2Cl2). Reactants: OCC1CN(CCO1)C(=O)OC(C)(C)C (tert-butyl 2-(hydroxymethyl)morpholine-4-carboxylate), ON1C(C2=CC=CC=C2C1=O)=O (2-hydroxyisoindolin-1,3-dione), C1(=CC=CC=C1)P(C1=CC=CC=C1)C1=CC=CC=C1 (triphenylphosphine), resultant mixture, N(=NC(=O)OC(C)C)C(=O)OC(C)C (diisopropyl azodicarboxylate), O.NN (Hydrazine hydrate). Yields the product NOCC1CN(CCO1)C(=O)OC(C)(C)C (tert-butyl 2-(aminooxymethyl)morpholine-4-carboxylate). Conditions: time 48 hour. As a reaction SMILES: [OH:1][CH2:2][CH:3]1[O:8][CH2:7][CH2:6][N:5]([C:9]([O:11][C:12]([CH3:15])([CH3:14])[CH3:13])=[O:10])[CH2:4]1.O[N:17]1C(=O)C2C(=CC=CC=2)C1=O.C1(P(C2C=CC=CC=2)C2C=CC=CC=2)C=CC=CC=1.N(C(OC(C)C)=O)=NC(OC(C)C)=O.O.NN>C(Cl)Cl.O>[NH2:17][O:1][CH2:2][CH:3]1[O:8][CH2:7][CH2:6][N:5]([C:9]([O:11][C:12]([CH3:15])([CH3:14])[CH3:13])=[O:10])[CH2:4]1 |f:4.5|. Procedure: To a solution of tert-butyl 2-(hydroxymethyl)morpholine-4-carboxylate (5 g, 23 mmol) in CH2Cl2 (250 mL) was added 2-hydroxyisoindolin-1,3-dione (5.6 g, 34.5 mmol) and triphenylphosphine (15 g, 57.5 mmol). The resultant mixture was cooled to 0° C. and diisopropyl azodicarboxylate (11.1 ml, 57.5 mmol) was slowly added dropwise with an addition funnel under N2 atmosphere. The reaction mixture was stirred at ambient temperature for 48 h. To the reaction mixture H2O (300 mL) was added and extracted w...